This data is from the Open Reaction Database (ORD), a public repository of structured organic reaction records. The task is: describe an organic reaction: reactants, conditions, products, and yield Starting materials: COc1ccc(CCl)cc1, [N-]=[N+]=[N-], [Na+], CN(C)C=O. The product is COc1ccc(CN=[N+]=[N-])cc1. RXN SMILES: [CH3:1][O:2][c:3]1[cH:4][cH:5][c:6]([CH2:7][Cl:8])[cH:9][cH:10]1.[N-:12]=[N+:13]=[N-:14].[Na+:11].[O:15]=[CH:16][N:17]([CH3:18])[CH3:19]>>[CH3:1][O:2][c:3]1[cH:4][cH:5][c:6]([CH2:7][N:12]=[N+:13]=[N-:14])[cH:9][cH:10]1.